From a dataset of the Open Reaction Database (ORD), a public repository of structured organic reaction records. describe an organic reaction: reactants, conditions, products, and yield The reactants are C=C1CCC(O)CC1, ClCCl, O=C1CCC(=O)N1I. Yields the product ICC12CCC(CC1)O2. Reaction SMILES: [CH2:1]=[C:2]1[CH2:3][CH2:4][CH:5]([OH:8])[CH2:6][CH2:7]1.[Cl:17][CH2:18][Cl:19].[I:9][N:10]1[C:11](=[O:12])[CH2:13][CH2:14][C:15]1=[O:16]>>[CH2:1]([C:2]12[CH2:3][CH2:4][CH:5]([CH2:6][CH2:7]1)[O:8]2)[I:9]. The reactants are CCOC(C)=O, CCCCC1(c2cc(OC)cc(OC)c2)SCCS1, CCCCCC, COc1cc(OC)cc(C(=O)C2CCCC2)c1. The product is COc1cc(OC)cc(C2(C3CCCC3)SCCS2)c1. RXN SMILES: [C:37]([O:38][CH2:39][CH3:40])(=[O:41])[CH3:42].[CH2:18]([C:19]1([c:20]2[cH:21][c:22]([O:27][CH3:28])[cH:29][c:30]([O:31][CH3:32])[cH:33]2)[S:23][CH2:24][CH2:25][S:26]1)[CH2:34][CH2:35][CH3:36].[CH3:43][CH2:44][CH2:45][CH2:46][CH2:47][CH3:48].[CH:1]1([C:6](=[O:7])[c:8]2[cH:9][c:10]([O:16][CH3:17])[cH:11][c:12]([O:14][CH3:15])[cH:13]2)[CH2:2][CH2:3][CH2:4][CH2:5]1>>[CH:1]1([C:6]2([c:8]3[cH:9][c:10]([O:16][CH3:17])[cH:11][c:12]([O:14][CH3:15])[cH:13]3)[S:23][CH2:24][CH2:25][S:26]2)[CH2:2][CH2:3][CH2:4][CH2:5]1. Starting materials: CC(C)(C)c1ccc(C(=O)O)cc1, O=C([O-])O, ClCCCl, Cc1ncc(CN)c2c1OC(C)(C)OC2, CN(C)c1ccncc1, ClCCl, [Na+]. Yields the product Cc1ncc(CNC(=O)c2ccc(C(C)(C)C)cc2)c2c1OC(C)(C)OC2. Reaction SMILES: [C:16]([CH3:17])([CH3:18])([CH3:19])[c:20]1[cH:21][cH:22][c:23]([C:24](=[O:25])[OH:26])[cH:27][cH:28]1.[C:33](=[O:34])([OH:35])[O-:36].[CH2:29]([Cl:30])[CH2:31][Cl:32].[CH3:1][C:2]1([CH3:15])[O:3][CH2:4][c:5]2[c:6]([c:7]([CH3:13])[n:8][cH:9][c:10]2[CH2:11][NH2:12])[O:14]1.[CH3:38][N:39]([c:40]1[cH:41][cH:42][n:43][cH:44][cH:45]1)[CH3:46].[Cl:47][CH2:48][Cl:49].[Na+:37]>>[CH3:1][C:2]1([CH3:15])[O:3][CH2:4][c:5]2[c:6]([c:7]([CH3:13])[n:8][cH:9][c:10]2[CH2:11][NH:12][C:24]([c:23]2[cH:22][cH:21][c:20]([C:16]([CH3:17])([CH3:18])[CH3:19])[cH:28][cH:27]2)=[O:25])[O:14]1. The reactants are Cl.C1(CCCC1)N1[C@H](CCC1)CNC=1C(N(C(=CN1)C)CC(=O)O)=O (2-[3-({[(2R)-1-cyclopentylpyrrolidinyl]methyl}amino)6-methyl-2-oxo-1(2H)-pyrazinyl]acetic acid hydrochloride), N1C=CC2=CC(=CC=C12)CN (1H-indol-5-ylmethylamine). The product is N (ammonia), C1(CCCC1)N1[C@H](CCC1)CNC=1C(N(C(=CN1)C)CC(=O)NCC=1C=C2C=CNC2=CC1)=O (2-[3-({[(2R)-1-Cyclopentylpyrrolidinyl]methyl}amino)-6-methyl-2-oxo-1(2H)-pyrazinyl]-N-(1H-indol-5-ylmethyl)acetamide). The yield is 16.0%. As a reaction SMILES: Cl.[CH:2]1([N:7]2[CH2:11][CH2:10][CH2:9][C@@H:8]2[CH2:12][NH:13][C:14]2[C:15](=[O:25])[N:16]([CH2:21][C:22]([OH:24])=O)[C:17]([CH3:20])=[CH:18][N:19]=2)[CH2:6][CH2:5][CH2:4][CH2:3]1.[NH:26]1[C:34]2[C:29](=[CH:30][C:31]([CH2:35][NH2:36])=[CH:32][CH:33]=2)[CH:28]=[CH:27]1>>[NH3:7].[CH:2]1([N:7]2[CH2:11][CH2:10][CH2:9][C@@H:8]2[CH2:12][NH:13][C:14]2[C:15](=[O:25])[N:16]([CH2:21][C:22]([NH:36][CH2:35][C:31]3[CH:30]=[C:29]4[C:34](=[CH:33][CH:32]=3)[NH:26][CH:27]=[CH:28]4)=[O:24])[C:17]([CH3:20])=[CH:18][N:19]=2)[CH2:3][CH2:4][CH2:5][CH2:6]1 |f:0.1|. Reported procedure: The title compound was prepared from 2-[3-({[(2R)-1-cyclopentylpyrrolidinyl]methyl}amino)6-methyl-2-oxo-1(2H)-pyrazinyl]acetic acid hydrochloride (preparation 145) and 1H-indol-5-ylmethylamine (preparation 8), following the procedure described in preparation 45. The crude product was purified by chromatography using a Biotage™ (KP-Sil™ 60 Å silica gel) cartridge and dichloromethane:methanol:0.88 ammonia (95:5:0.5) as eluant. The product was further purified using preparative tlc and dichlorometh... Starting materials: Cl (HCl), C([O-])(O)=O.[Na+] (sodium bicarbonate), Cl.NC1C(C2=CC(=C(C=C2C1)OC)OC)O (2-amino-5,6-dimethoxy-1-indanol hydrochloride), C(CCCCCCC)=O (octanal), C(#N)[BH3-].[Na+] (sodium cyanoborohydride). Run in CO (methanol). Reaction conditions: temperature 5 celsius, time 8 hour. The product is COC=1C=C2C[C@H]([C@@H](C2=CC1OC)O)NCCCCCCCC (trans 5,6-Dimethoxy-2-(n-octylamino)-1-indanol). Reaction SMILES: Cl.[NH2:2][CH:3]1[CH2:11][C:10]2[C:5](=[CH:6][C:7]([O:14][CH3:15])=[C:8]([O:12][CH3:13])[CH:9]=2)[CH:4]1[OH:16].[CH:17](=O)[CH2:18][CH2:19][CH2:20][CH2:21][CH2:22][CH2:23][CH3:24].C([BH3-])#N.[Na+].Cl.C(=O)(O)[O-].[Na+]>CO>[CH3:13][O:12][C:8]1[CH:9]=[C:10]2[C:5](=[CH:6][C:7]=1[O:14][CH3:15])[C@@H:4]([OH:16])[C@H:3]([NH:2][CH2:17][CH2:18][CH2:19][CH2:20][CH2:21][CH2:22][CH2:23][CH3:24])[CH2:11]2 |f:0.1,3.4,6.7|. Procedure details: To a mixture of 2.5 g of 2-amino-5,6-dimethoxy-1-indanol hydrochloride (10.2 mmole) (R. Perrone et al., il Farmaco, Ed. Sci., 39, 255-264, 1984), 1.44 g of octanal (11.2 mmole) and 100 ml of methanol, 2.5 g of sodium cyanoborohydride (39.8 mmole) is added gradually with stirring at 5° C. The mixture is then allowed to stand at room temperature overnight with stirring, then the mixture is made acidic by the addition of dilute HCl while cooling at 5° C., then sodium bicarbonate is added to alkalin... Reactants: COC1=CC=C(C=C2C(C3(CCC2C3(C)C)C)=O)C=C1 (3-(p-methoxybenylidene)-bornan-2-one), Cl.N1=CC=CC=C1 (pyridine hydrochloride). Solvent: O (water). The product is OC1=CC=C(C=C2C(C3(CCC2C3(C)C)C)=O)C=C1 (3-(p-Hydroxybenzylidene)-bornan-2-one). As a reaction SMILES: C[O:2][C:3]1[CH:20]=[CH:19][C:6]([CH:7]=[C:8]2[CH:13]3[C:14]([CH3:16])([CH3:15])[C:10]([CH3:17])([CH2:11][CH2:12]3)[C:9]2=[O:18])=[CH:5][CH:4]=1.Cl.N1C=CC=CC=1>O>[OH:2][C:3]1[CH:4]=[CH:5][C:6]([CH:7]=[C:8]2[CH:13]3[C:14]([CH3:16])([CH3:15])[C:10]([CH3:17])([CH2:11][CH2:12]3)[C:9]2=[O:18])=[CH:19][CH:20]=1 |f:1.2|. Procedure details: A mixture of 172 g of 3-(p-methoxybenylidene)-bornan-2-one and 344 g of dry pyridine hydrochloride is heated under gentle reflux for 2 hours. After cooling, the reaction mixture is poured into 1 liter of water; the resulting solid precipitate, which is beige in colour, is filtered off, washed copiously with water and drained; it is then crystallised from 700 ml of isopropanol. 136 g of compound no. 2, which melts at 220°, are thus collected.